describe an organic reaction: reactants, conditions, products, and yield From a dataset of the Open Reaction Database (ORD), a public repository of structured organic reaction records. The reactants are [Li]CCCC, C1CCOC1, COc1cc2c(cc1OC)CCNCC2, CCCCCC, [Cl-], [NH4+], O=C1CCCO1. Yields the product COc1cc2c(cc1OC)CCN(C(=O)CCCO)CC2. RXN SMILES: [CH2:16]([Li:17])[CH2:18][CH2:19][CH3:20].[CH2:29]1[O:30][CH2:31][CH2:32][CH2:33]1.[CH3:1][O:2][c:3]1[cH:4][c:5]2[c:6]([cH:12][c:13]1[O:14][CH3:15])[CH2:7][CH2:8][NH:9][CH2:10][CH2:11]2.[CH3:34][CH2:35][CH2:36][CH2:37][CH2:38][CH3:39].[Cl-:27].[NH4+:28].[O:21]=[C:22]1[CH2:23][CH2:24][CH2:25][O:26]1>>[CH3:1][O:2][c:3]1[cH:4][c:5]2[c:6]([cH:12][c:13]1[O:14][CH3:15])[CH2:7][CH2:8][N:9]([C:22](=[O:21])[CH2:23][CH2:24][CH2:25][OH:26])[CH2:10][CH2:11]2.